Dataset: the Open Reaction Database (ORD), a public repository of structured organic reaction records. Task: describe an organic reaction: reactants, conditions, products, and yield The reactants are C(CO)O (ethylene glycol), NC1=NC(=C(N=C1C(=O)O)C1=CC=C(C=C1)Br)C (2-amino-3-carboxy-5-(4-bromophenyl)-6-methylpyrazine). Run in C1CCCC2=CC=CC=C12 (tetrahydronaphthalene), [OH-].[Na+] (sodium hydroxide). The product is NC1=NC(=C(N=C1)C1=CC=C(C=C1)Br)C (2-amino-5-(4-bromophenyl)-6-methylpyrazine). Reaction SMILES: C(O)CO.[NH2:5][C:6]1[C:11](C(O)=O)=[N:10][C:9]([C:15]2[CH:20]=[CH:19][C:18]([Br:21])=[CH:17][CH:16]=2)=[C:8]([CH3:22])[N:7]=1>[OH-].[Na+].C1C2C(=CC=CC=2)CCC1>[NH2:5][C:6]1[CH:11]=[N:10][C:9]([C:15]2[CH:16]=[CH:17][C:18]([Br:21])=[CH:19][CH:20]=2)=[C:8]([CH3:22])[N:7]=1 |f:2.3|. Reported procedure: Another intermediate pyrazine compound, 2-amino-5-(4-bromophenyl)-6-methylpyrazine is synthesized starting with 1-(4-bromophenyl)-1,2-propanedione 2-oxime, which oxime is obtained by the same general procedure of Hartung et al., supra. This oxime is allowed to react with aminomalononitrile tosylate, and the product, the substituted pyrazine 1-oxide, is allowed to react with phosphoruc trichloride in tetrahydrofuran, according to the procedure of Taylor et al., J. Org. Chem. 38, 2817 (1973), to y... Reactants: COC1=C(C=CC=C1)C1=CC=C2C=NC(=NN21)C#N (7-(2-Methoxy-phenyl)-pyrrolo[2,1-f][1,2,4]triazine-2-carbonitrile), Cl.CCO.C(C)O[Si](C)(C)C (HCl EtOH EtOTMS), C(C)O (Ethanol), Cl[Si](C)(C)C (Chlorotrimethylsilane), C(C)O (Ethanol), nitrile. Run at time 20 minute. Product: Cl.COC1=C(C=CC=C1)C1=CC=C2C=NC(=NN21)C(=O)N (7-(2-Methoxy-phenyl)-pyrrolo[2,1-f][1,2,4]triazine-2-carboxylic acid amide hydrochloride). The yield is 68.4%. Reaction SMILES: [CH3:1][O:2][C:3]1[CH:8]=[CH:7][CH:6]=[CH:5][C:4]=1[C:9]1[N:17]2[C:12]([CH:13]=[N:14][C:15]([C:18]#[N:19])=[N:16]2)=[CH:11][CH:10]=1.C([OH:22])C.[Cl:23][Si](C)(C)C.Cl.CCO.C(O[Si](C)(C)C)C>>[ClH:23].[CH3:1][O:2][C:3]1[CH:8]=[CH:7][CH:6]=[CH:5][C:4]=1[C:9]1[N:17]2[C:12]([CH:13]=[N:14][C:15]([C:18]([NH2:19])=[O:22])=[N:16]2)=[CH:11][CH:10]=1 |f:3.4.5,6.7|. Procedure: 7-(2-Methoxy-phenyl)-pyrrolo[2,1-f][1,2,4]triazine-2-carbonitrile (30.0 mg, 0.120 mmol) was suspended in Ethanol (3.0 mL, 51 mmol). Separately, Chlorotrimethylsilane (6.00 mL, 47.3 mmol) was added to Ethanol (9.00 mL, 154 mmol) in a vial, which was sealed and allowed to stand 20 min. The mixture of HCl/EtOH/EtOTMS was then added to the nitrile suspension. Monitoring by 1H-NMR (0.1 mL aliquots dried in vacuo) showed conversion overnight. Conc. in vacuo gave 7-(2-Methoxy-phenyl)-pyrrolo[2,1-f][1,2... RXN SMILES: [OH:1][C:2]1[CH:18]=[CH:17][C:5]2[C:6](=[O:16])[CH2:7][C:8]([CH2:11][CH2:12][C:13]([OH:15])=[O:14])([CH3:10])[O:9][C:4]=2[C:3]=1[CH2:19][CH2:20][CH3:21].[CH3:22]OC(OC)OC.S(=O)(=O)(O)O>>[OH:1][C:2]1[CH:18]=[CH:17][C:5]2[C:6](=[O:16])[CH2:7][C:8]([CH2:11][CH2:12][C:13]([O:15][CH3:22])=[O:14])([CH3:10])[O:9][C:4]=2[C:3]=1[CH2:19][CH2:20][CH3:21]. Product: OC1=C(C2=C(C(CC(O2)(C)CCC(=O)OC)=O)C=C1)CCC (methyl 3-(3,4-dihydro-7-hydroxy-2-methyl-4-oxo-8-propyl-2H-1-benzopyran-2-yl)propanoate). Procedure details: A mixture of the title compound of Example 3 (4.3 g, 14.7 mmole), 6 ml of trimethylorthoformate, and 1.4 ml of sulfuric acid was stirred at room temperature for two hours. The reaction mixture was poured onto stirred ice/water and extracted with ethyl acetate. The organic phase was washed with water, dried over magnesium sulfate, and concentrated to an oil. The oil was purified by chromatography on silica gel, giving 3.7 g of the title compound as a crystalline solid, m.p. 101.5°-102.5°. Structu... Conditions: time 2 hour. Reactants: OC1=C(C2=C(C(CC(O2)(C)CCC(=O)O)=O)C=C1)CCC (3-(3,4-dihydro-7-hydroxy-2-methyl-4-oxo-8-propyl-2H-1-benzopyran-2-yl)propanoic acid), COC(OC)OC (trimethylorthoformate), S(O)(O)(=O)=O (sulfuric acid), ice water. Starting materials: C1(=CC=CC=C1)P(C1=CC=CC=C1)C1=CC=CC=C1 (triphenylphosphine), [Cl-].[NH4+] (ammonium chloride), FC(C(=O)NCCC1=CC(=CC=C1)O)(F)F (2,2,2-trifluoro-N-(2-(3-hydroxyphenyl)ethyl)ethanamide), COC(C1=CC(=CC(=C1)CO)C1=CC(=CC=C1)C#N)=O (3-(3-cyanophenyl)-5-(hydroxymethyl)benzoic acid methyl ester). Solvent: N-methylphosphine, CCOC(=O)/N=N/C(=O)OCC (DEAD). Conditions: time 8 hour. Yields the product COC(C1=CC(=CC(=C1)COC1=CC(=CC=C1)CCNC(C(F)(F)F)=O)C1=CC(=CC=C1)C#N)=O (3-(3-cyanophenyl)-5-(3-(2-(2,2,2-trifluoroacetylamino)ethyl)phenoxymethyl) benzoic acid methyl ester). Yield: 62.5%. Reaction SMILES: C1(P(C2C=CC=CC=2)C2C=CC=CC=2)C=CC=CC=1.[F:20][C:21]([F:35])([F:34])[C:22]([NH:24][CH2:25][CH2:26][C:27]1[CH:32]=[CH:31][CH:30]=[C:29]([OH:33])[CH:28]=1)=[O:23].[CH3:36][O:37][C:38](=[O:55])[C:39]1[CH:44]=[C:43]([CH2:45]O)[CH:42]=[C:41]([C:47]2[CH:52]=[CH:51][CH:50]=[C:49]([C:53]#[N:54])[CH:48]=2)[CH:40]=1.[Cl-].[NH4+]>CCOC(/N=N/C(OCC)=O)=O>[CH3:36][O:37][C:38](=[O:55])[C:39]1[CH:44]=[C:43]([CH2:45][O:33][C:29]2[CH:30]=[CH:31][CH:32]=[C:27]([CH2:26][CH2:25][NH:24][C:22](=[O:23])[C:21]([F:34])([F:35])[F:20])[CH:28]=2)[CH:42]=[C:41]([C:47]2[CH:52]=[CH:51][CH:50]=[C:49]([C:53]#[N:54])[CH:48]=2)[CH:40]=1 |f:3.4|. Procedure: 110 mg of triphenylphosphine was dissolved in 5 ml of N-methylphosphine in the atmosphere of nitrogen, and 178 μl of DEAD was dropwisely dropped on the solution at 0° C. The obtained solution was mixed with 61 mg of (2,2,2-trifluoro-N-(2-(3-hydroxyphenyl)ethyl)ethanamide and 70 mg of 3-(3-cyanophenyl)-5-(hydroxymethyl)benzoic acid methyl ester, stirred at room temperature overnight and then poured on an aqueous solution of ammonium chloride to stop the reaction. The solution was extracted with e... The reactants are C1(C=CC(N1CCCCCCN1C(C=CC1=O)=O)=O)=O (1,6-bismaleimidohexane). Run in CN(C=O)C (dimethylformamide), O (water). Product: C1(C=CC(N1C(CCCCC)N1C(C=CC1=O)=O)=O)=O (bismaleimidohexane). As a reaction SMILES: C1(=O)N([CH2:6][CH2:7][CH2:8][CH2:9][CH2:10][CH2:11][N:12]2[C:16](=[O:17])[CH:15]=[CH:14][C:13]2=[O:18])C(=O)C=C1>CN(C)C=O.O>[C:13]1(=[O:18])[N:12]([CH:11]([N:12]2[C:13](=[O:18])[CH:14]=[CH:15][C:16]2=[O:17])[CH2:10][CH2:9][CH2:8][CH2:7][CH3:6])[C:16](=[O:17])[CH:15]=[CH:14]1. Reported procedure: The experiment was repeated using 1,6-bismaleimidohexane in dry dimethylformamide in place of the lysine bismaleimide in water to yield antibody material cross-linked with bismaleimidohexane. Starting materials: C(C)(CC)C1=CC=C(C(=O)C2=C(C(=O)O)C=C(C(=C2)C(=O)O)C(C2=CC=C(C=C2)C(C)CC)=O)C=C1 (2,5-bis(4-sec-butylbenzoyl)terephthalic acid), [H][H] (hydrogen). Reagents/catalysts: [Pd] (palladium on carbon). Run in O1CCCC1 (tetrahydrofuran). Yields the product C(C)(CC)C1=CC=C(CC2=C(C(=O)O)C=C(C(=C2)C(=O)O)CC2=CC=C(C=C2)C(C)CC)C=C1 (2,5-bis(4-sec-butylbenzyl)terephthalic acid). RXN SMILES: [CH:1]([C:5]1[CH:36]=[CH:35][C:8]([C:9]([C:11]2[CH:19]=[C:18]([C:20]([OH:22])=[O:21])[C:17]([C:23](=O)[C:24]3[CH:29]=[CH:28][C:27]([CH:30]([CH2:32][CH3:33])[CH3:31])=[CH:26][CH:25]=3)=[CH:16][C:12]=2[C:13]([OH:15])=[O:14])=O)=[CH:7][CH:6]=1)([CH2:3][CH3:4])[CH3:2].[H][H]>[Pd].O1CCCC1>[CH:30]([C:27]1[CH:28]=[CH:29][C:24]([CH2:23][C:17]2[CH:16]=[C:12]([C:13]([OH:15])=[O:14])[C:11]([CH2:9][C:8]3[CH:35]=[CH:36][C:5]([CH:1]([CH2:3][CH3:4])[CH3:2])=[CH:6][CH:7]=3)=[CH:19][C:18]=2[C:20]([OH:22])=[O:21])=[CH:25][CH:26]=1)([CH2:32][CH3:33])[CH3:31]. Procedure details: A mixture of 120 grams of 2,5-bis(4-sec-butylbenzoyl)terephthalic acid, 1.5 L of tetrahydrofuran, and 9.65 grams of 10% palladium on carbon (as a catalyst) was heated at 65° C. for 17 hours in an atmosphere of hydrogen at 270 kPa. The reaction mixture was filtered through Celite™ diatomaceous earth filter agent to remove the catalyst. The filtrate was concentrated in vacuo to give a solid. The solid was triturated with 10% ethyl acetate in heptane, collected and dried to give 2,5-bis(4-sec-butyl... The reactants are BrC1=C2C=CC(=CC2=CC=C1)S(=O)(=O)NC1=NC=NC=C1 (5-bromo-N-(pyrimidin-4-yl)naphthalene-2-sulfonamide), BrC1=C2C=CC(=CC2=CC=C1)S(=O)(=O)NC1=NC=NC=C1 (5-bromo-N-(pyrimidin-4-yl)naphthalene-2-sulfonamide), ClC1=C(C=CC(=C1)C(F)(F)F)B(O)O ((2-chloro-4-(trifluoromethyl)phenyl)boronic acid), P(=O)([O-])([O-])[O-].[K+].[K+].[K+] (potassium phosphate). Reagents/catalysts: C(C)(C)(C)C=1C(=C(C=CC1NC)[Pd]Cl)C(C)(C)C ((di-t-butyl-p-methylaminophenyl]palladium(ii) chloride). The solvent is CCOC(=O)C (EtOAc), CCOC(=O)C (EtOAc). Reaction conditions: temperature 90 celsius. Product: ClC1=C(C=CC(=C1)C(F)(F)F)C1=C2C=CC(=CC2=CC=C1)S(=O)(=O)NC1=NC=NC=C1 (5-(2-chloro-4-(trifluoromethyl)phenyl)-N-(pyrimidin-4-yl)naphthalene-2-sulfonamide). The yield is 75.0%. Reaction SMILES: Br[C:2]1[CH:11]=[CH:10][CH:9]=[C:8]2[C:3]=1[CH:4]=[CH:5][C:6]([S:12]([NH:15][C:16]1[CH:21]=[CH:20][N:19]=[CH:18][N:17]=1)(=[O:14])=[O:13])=[CH:7]2.[Cl:22][C:23]1[CH:28]=[C:27]([C:29]([F:32])([F:31])[F:30])[CH:26]=[CH:25][C:24]=1B(O)O.P([O-])([O-])([O-])=O.[K+].[K+].[K+]>C(C1C(C(C)(C)C)=C([Pd]Cl)C=CC=1NC)(C)(C)C.CCOC(C)=O>[Cl:22][C:23]1[CH:28]=[C:27]([C:29]([F:30])([F:31])[F:32])[CH:26]=[CH:25][C:24]=1[C:2]1[CH:11]=[CH:10][CH:9]=[C:8]2[C:3]=1[CH:4]=[CH:5][C:6]([S:12]([NH:15][C:16]1[CH:21]=[CH:20][N:19]=[CH:18][N:17]=1)(=[O:14])=[O:13])=[CH:7]2 |f:2.3.4.5|. Procedure: A microwave vial was charged with 5-bromo-N-(pyrimidin-4-yl)naphthalene-2-sulfonamide (Intermediate W) (0.508 g, 1.395 mmol), (2-chloro-4-(trifluoromethyl)phenyl)boronic acid (0.469 g, 2.092 mmol), potassium phosphate (0.888 g, 4.18 mmol), and 1,1-bis[(di-t-butyl-p-methylaminophenyl]palladium(ii) chloride (0.099 g, 0.139 mmol). The vial was sealed with a septum cap and flushed with N2. Dioxane (3.49 mL) and water (1.162 mL) were added and the mixture was sparged for 5 min with N2. The mixture wa...